The task is: describe an organic reaction: reactants, conditions, products, and yield. This data is from the Open Reaction Database (ORD), a public repository of structured organic reaction records. Starting materials: solution, Cl (hydrochloric acid), C(C)(=O)C1=CC=C(C=C1)N1C[C@H](CC1)N[C@H](C)C1=CC=CC2=CC=CC=C12 ((S)-1-(4-acetylphenyl)pyrrolidin-3-yl-[(R)-1-(naphthalen-1-yl)ethyl]amine), C(C1=CC=CC=C1)N1C[C@H](CC1)N[C@H](C)C1=CC(=CC=C1)OC ((S)-(1-benzylpyrrolidin-3-yl)-[(R)-1-(3-methoxyphenyl)ethyl]amine). The reagents and catalysts are [OH-].[Pd+2].[OH-] (palladium hydroxide). Solvent: O1CCOCC1 (dioxane), CO (methanol). Reaction conditions: time 3 day. The product is Cl.Cl.COC=1C=C(C=CC1)[C@@H](C)N[C@@H]1CNCC1 ((S)-3-[(R)-1-(3-methoxyphenyl)-ethylamino]pyrrolidine dihydrochloride). Reaction SMILES: C(C1C=CC(N2CC[C@H](N[C@@H](C3C4C(=CC=CC=4)C=CC=3)C)C2)=CC=1)(=O)C.C([N:35]1[CH2:39][CH2:38][C@H:37]([NH:40][C@@H:41]([C:43]2[CH:48]=[CH:47][CH:46]=[C:45]([O:49][CH3:50])[CH:44]=2)[CH3:42])[CH2:36]1)C1C=CC=CC=1.[ClH:51]>CO.O1CCOCC1.[OH-].[Pd+2].[OH-]>[ClH:51].[ClH:51].[CH3:50][O:49][C:45]1[CH:44]=[C:43]([C@H:41]([NH:40][C@H:37]2[CH2:38][CH2:39][NH:35][CH2:36]2)[CH3:42])[CH:48]=[CH:47][CH:46]=1 |f:5.6.7,8.9.10|. Procedure: To a solution of 8.0 g of (R)-1-benzyl-3-pyrrolidinol and 16.5 ml of diisopropylethylamine dissolved in 400 ml of methylene chloride was added dropwise a solution of 13.4 g of anhydrous trifluoromethanesulfonic acid in 50 ml of a methylene chloride at −20° C. or lower. The reaction mixture was stirred for 15 minutes while maintaining it to −20° C., then, a solution of 9.88 g of (R)-1-(3-methoxyphenyl)ethylamine in 100 ml of methylene chloride was added dropwise to the mixture at −20° C. or lower... Yield: 24.0%. Yields the product FC(C(=O)O)(F)F.N[C@H](C(=O)NC=1C=C2C=3C(=C(NC3C1)C1=CC=CC=C1)C=NNC2=O)C2CCCCC2 ((2S)-2-amino-2-cyclohexyl-N-(6-oxo-2-phenyl-5,6-dihydro-1H-[1,2]diazepino[4,5,6-cd]indol-8-yl)ethanamide trifluoroacetate). Procedure: Preparation of example 34 from the title compound of Example 33 (40 mg, 0.078 mmol), and 1:1 TFA/CH2Cl2 (5 mL) was carried out analogously to Example 20. Isolation, also in an analogous manner, included a further trituration with methanol/diethyl ether and afforded the title compound (10 mg, 0.019 mmol) as an orange/yellow powder in 24% yield. The reactants are C1(CCCCC1)[C@@H](C(NC=1C=C2C=3C(=C(NC3C1)C1=CC=CC=C1)C=NNC2=O)=O)NC(OC(C)(C)C)=O (tert-butyl (1S)-1-cyclohexyl-2-oxo-2-[(6-oxo-2-phenyl-5,6-dihydro-1H-[1,2]diazepino[4,5,6-cd]indol-8-yl)amino]ethylcarbamate), C(=O)(C(F)(F)F)O.C(Cl)Cl (TFA CH2Cl2). The solvent is CO.C(C)OCC (methanol diethyl ether). As a reaction SMILES: [CH:1]1([C@H:7]([NH:31]C(=O)OC(C)(C)C)[C:8](=[O:30])[NH:9][C:10]2[CH:11]=[C:12]3[C:28](=[O:29])[NH:27][N:26]=[CH:25][C:14]4=[C:15]([C:19]5[CH:24]=[CH:23][CH:22]=[CH:21][CH:20]=5)[NH:16][C:17]([CH:18]=2)=[C:13]34)[CH2:6][CH2:5][CH2:4][CH2:3][CH2:2]1.[C:39]([OH:45])([C:41]([F:44])([F:43])[F:42])=[O:40].C(Cl)Cl>CO.C(OCC)C>[F:42][C:41]([F:44])([F:43])[C:39]([OH:45])=[O:40].[NH2:31][C@@H:7]([CH:1]1[CH2:6][CH2:5][CH2:4][CH2:3][CH2:2]1)[C:8]([NH:9][C:10]1[CH:11]=[C:12]2[C:28](=[O:29])[NH:27][N:26]=[CH:25][C:14]3=[C:15]([C:19]4[CH:24]=[CH:23][CH:22]=[CH:21][CH:20]=4)[NH:16][C:17]([CH:18]=1)=[C:13]23)=[O:30] |f:1.2,3.4,5.6|. Reactants: [H-].[Na+] (sodium hydride), C(C1=CC=CC=C1)OC=1C=C2C=CC(=C(C2=CC1)O)C1=CC=C(C=C1)F (6-benzyloxy-2-(4-fluoro-phenyl)-naphthalen-1-ol), solution, alkoxide, FC1=CC=C(C=O)C=C1 (4-fluorobenzaldehyde), C(C)OCC (diethyl ether). Run in CN1CCCC1=O (NMP), CN1CCCC1=O (NMP). Conditions: temperature 165 celsius. The product is C(C1=CC=CC=C1)OC=1C=C2C=CC(=C(C2=CC1)OC1=CC=C(C=O)C=C1)C1=CC=C(C=C1)F (4-[6-benzyloxy-2-(4-fluoro-phenyl)-naphthalen-1-yloxy]-benzaldehyde). Yield: 70.0%. Reaction SMILES: [H-].[Na+].[CH2:3]([O:10][C:11]1[CH:12]=[C:13]2[C:18](=[CH:19][CH:20]=1)[C:17]([OH:21])=[C:16]([C:22]1[CH:27]=[CH:26][C:25]([F:28])=[CH:24][CH:23]=1)[CH:15]=[CH:14]2)[C:4]1[CH:9]=[CH:8][CH:7]=[CH:6][CH:5]=1.F[C:30]1[CH:37]=[CH:36][C:33]([CH:34]=[O:35])=[CH:32][CH:31]=1.C(OCC)C>CN1C(=O)CCC1>[CH2:3]([O:10][C:11]1[CH:12]=[C:13]2[C:18](=[CH:19][CH:20]=1)[C:17]([O:21][C:30]1[CH:37]=[CH:36][C:33]([CH:34]=[O:35])=[CH:32][CH:31]=1)=[C:16]([C:22]1[CH:23]=[CH:24][C:25]([F:28])=[CH:26][CH:27]=1)[CH:15]=[CH:14]2)[C:4]1[CH:5]=[CH:6][CH:7]=[CH:8][CH:9]=1 |f:0.1|. Procedure: Add sodium hydride (400 mg, 10 mmol) into a solution of 6-benzyloxy-2-(4-fluoro-phenyl)-naphthalen-1-ol in NMP (40 mL). Add the above alkoxide suspension into a solution of 4-fluorobenzaldehyde (2 mL, 19 mmol) in NMP (30 mL) at 165° C. Heat at 165° C. for 1 hour. Cool and add buffer solution (pH=7, 10 mL). Add diethyl ether (1 L). Separate the layers and wash the aqueous layer with diethyl ether (2×200 mL). Combine the organic layers, dry with magnesium sulfate and concentrate in vacuo. Chromato... The reactants are C1CCOC1, CNC, O=C(Cl)CCCCl, Cl, [Na+], [OH-]. Product: CN(C)C(=O)CCCCl. As a reaction SMILES: [CH2:14]1[O:15][CH2:16][CH2:17][CH2:18]1.[CH3:9][NH:10][CH3:11].[Cl:1][CH2:2][CH2:3][CH2:4][C:5](=[O:6])[Cl:7].[ClH:8].[Na+:13].[OH-:12]>>[Cl:1][CH2:2][CH2:3][CH2:4][C:5](=[O:6])[N:10]([CH3:9])[CH3:11]. The reactants are O=C([O-])[O-], c1ccc(CN2CCNCC2)cc1, O=C(NCCI)OCc1ccccc1, CN(C)P(=O)(N(C)C)N(C)C, [K+], [K+], O. Product: O=C(NCCN1CCN(Cc2ccccc2)CC1)OCc1ccccc1. Reaction SMILES: [C:28](=[O:29])([O-:30])[O-:31].[CH2:15]([c:16]1[cH:17][cH:18][cH:19][cH:20][cH:21]1)[N:22]1[CH2:23][CH2:24][NH:25][CH2:26][CH2:27]1.[CH2:1]([c:2]1[cH:3][cH:4][cH:5][cH:6][cH:7]1)[O:8][C:9](=[O:10])[NH:11][CH2:12][CH2:13][I:14].[CH3:34][N:35]([P:36]([N:37]([CH3:38])[CH3:39])([N:40]([CH3:41])[CH3:42])=[O:43])[CH3:44].[K+:32].[K+:33].[OH2:45]>>[CH2:1]([c:2]1[cH:3][cH:4][cH:5][cH:6][cH:7]1)[O:8][C:9](=[O:10])[NH:11][CH2:12][CH2:13][N:25]1[CH2:24][CH2:23][N:22]([CH2:15][c:16]2[cH:17][cH:18][cH:19][cH:20][cH:21]2)[CH2:27][CH2:26]1. Starting materials: Cl.C1NCC2C1CCC2 (octahydrocyclopenta[c]pyrrole hydrochloride), Na2S2O5, monoamine, [OH-].[Na+] (NaOH), [OH-].[Na+] (NaOH), [C-]#N.[Na+] (NaCN). Run in P(=O)([O-])([O-])[O-].[K+].[K+].[K+] (potassium phosphate), P(=O)([O-])([O-])[O-].[K+].[K+].[K+] (potassium phosphate). Run at time 24 hour. Yields the product C1(NCC2C1CCC2)C#N (octahydrocyclopenta[c]pyrrole-1-carbonitrile). Yield: 85.6%. As a reaction SMILES: Cl.[CH2:2]1[CH:6]2[CH2:7][CH2:8][CH2:9][CH:5]2[CH2:4][NH:3]1.[OH-].[Na+].[C-:12]#[N:13].[Na+]>P([O-])([O-])([O-])=O.[K+].[K+].[K+]>[CH:2]1([C:12]#[N:13])[CH:6]2[CH2:7][CH2:8][CH2:9][CH:5]2[CH2:4][NH:3]1 |f:0.1,2.3,4.5,6.7.8.9|. Procedure: To a 50-mL 3-neck flask under air was added 25 mL of 100 mM pH 8.0 potassium phosphate buffer and 400 mg of octahydrocyclopenta[c]pyrrole hydrochloride, 500 mg of Na2S2O5 and the pH was adjusted to approximately 7.5 with 10N NaOH. To the pH adjusted solution was added 30 μL of A. niger catalase suspension (Sigma Aldrich; catalog number C-3515) and 300 mg of monoamine oxidase powder (prepared by the method of Example 2 (with SEQ ID NO 10 in pH 8.0 potassium phosphate buffer. The resulting pale ye... Starting materials: C(N)(=O)C(C(=O)OC)=NOCC (methyl 2-carbamoyl-2-ethoxyiminoacetate), Cl (hydrochloric acid), FC(C(=O)OC(C(F)(F)F)=O)(F)F (trifluoroacetic anhydride), C(C)(C)OC(C)C (diisopropyl ether). The solvent is N1=CC=CC=C1 (pyridine), O (water). Reaction conditions: time 30 minute. Yields the product C(#N)C(C(=O)OC)=NOCC (methyl 2-cyano-2-ethoxyiminoacetate). The yield is 90.4%. RXN SMILES: [C:1]([C:4](=[N:9][O:10][CH2:11][CH3:12])[C:5]([O:7][CH3:8])=[O:6])(=O)[NH2:2].FC(F)(F)C(OC(=O)C(F)(F)F)=O.C(OC(C)C)(C)C.Cl>N1C=CC=CC=1.O>[C:1]([C:4](=[N:9][O:10][CH2:11][CH3:12])[C:5]([O:7][CH3:8])=[O:6])#[N:2]. Procedure details: To a solution of methyl 2-carbamoyl-2-ethoxyiminoacetate (syn isomer) (5.22 g) in pyridine (50 ml) was dropwise added trifluoroacetic anhydride (15.7 g) below 25° C. under cooling in an ice-bath and stirring, which was continued for 30 minutes. The reaction mixture was poured into water (200 ml), followed by an addition of diisopropyl ether (200 ml). The mixture was adjusted to pH 2 with 6 N hydrochloric acid (80 ml) at 15° to 20° C. and the organic layer was separated out, washed with water, dr...